From a dataset of the Open Reaction Database (ORD), a public repository of structured organic reaction records. describe an organic reaction: reactants, conditions, products, and yield Starting materials: C(C1=CC=CC=C1)N1C(N2CC=CC3=CC=CC1=C23)=O (1-Benzyl-4H-imidazo[4,5,1-ij]quinolin-2(1H)-one), [H+].[B-](F)(F)(F)F (fluoboric acid), C(C)(C)(C)OC (methyl t-butyl ether), CC1(C(=O)N(C(=O)N1Br)Br)C (Dibromantin). Run in O (water), C(C)#N (acetonitrile), C(C)#N (acetonitrile). Reaction conditions: time 3 hour. Product: C(C1=CC=CC=C1)N1C(N2CC(C(C3=CC=CC1=C23)O)Br)=O (1-benzyl-5-bromo-6-hydroxy-5,6-dihydro-4H-imidazo[4,5,1-ij]quinolin-2(1H)-one). As a reaction SMILES: [CH2:1]([N:8]1[C:18]2=[C:19]3C(=[CH:15][CH:16]=[CH:17]2)C=C[CH2:11][N:10]3[C:9]1=[O:20])[C:2]1[CH:7]=[CH:6][CH:5]=[CH:4][CH:3]=1.[H+].[B-](F)(F)(F)F.CC1(C)N([Br:35])C(=O)N(Br)C1=O.[C:38]([O:42]C)([CH3:41])([CH3:40])C>C(#N)C.O>[CH2:1]([N:8]1[C:18]2=[C:19]3[C:40](=[CH:15][CH:16]=[CH:17]2)[CH:38]([OH:42])[CH:41]([Br:35])[CH2:11][N:10]3[C:9]1=[O:20])[C:2]1[CH:7]=[CH:6][CH:5]=[CH:4][CH:3]=1 |f:1.2|. Reported procedure: 1-Benzyl-4H-imidazo[4,5,1-ij]quinolin-2(1H)-one (II, EXAMPLE 1, 240 g), acetonitrile (1.086 kg), water (227 ml) and fluoboric acid (48.5%, 13.4 g) are mixed and cooled to 0 to 5°. Dibromantin (163.5 g) is slurried into acetonitrile and is added to the reaction mixture. The reaction is carried out for about 3 hr at 0 to 5°. After the reaction is complete, methyl t-butyl ether is added over about 45 minutes keeping the reaction temperature in the pot below 10°. The slurry is cooled to −10 to −15°,... The reactants are CC(Br)C(=O)N1C(=O)c2ccccc2OC12CCCCC2, CC(=O)OC1NC(=O)C1C(CO[SiH](C)C)C(C)(C)C, O=P([O-])([O-])[O-], C1CCOC1, [Zn]. As a reaction SMILES: [Br:20][CH:21]([C:22](=[O:23])[N:24]1[C:25]2([O:26][c:27]3[c:28]([cH:31][cH:32][cH:33][cH:34]3)[C:29]1=[O:30])[CH2:35][CH2:36][CH2:37][CH2:38][CH2:39]2)[CH3:40].[C:1]([O:2][CH:5]1[CH:6]([CH:10]([CH2:11][O:12][SiH:13]([CH3:14])[CH3:15])[C:16]([CH3:17])([CH3:18])[CH3:19])[C:7](=[O:9])[NH:8]1)(=[O:3])[CH3:4].[O-:41][P:42](=[O:43])([O-:44])[O-:45].[O:47]1[CH2:48][CH2:49][CH2:50][CH2:51]1.[Zn:46]>>[CH:5]1([CH:21]([C:22](=[O:23])[N:24]2[C:25]3([O:26][c:27]4[c:28]([cH:31][cH:32][cH:33][cH:34]4)[C:29]2=[O:30])[CH2:35][CH2:36][CH2:37][CH2:38][CH2:39]3)[CH3:40])[CH:6]([CH:10]([CH2:11][O:12][SiH:13]([CH3:14])[CH3:15])[C:16]([CH3:17])([CH3:18])[CH3:19])[C:7](=[O:9])[NH:8]1. Yields the product CC(C(=O)N1C(=O)c2ccccc2OC12CCCCC2)C1NC(=O)C1C(CO[SiH](C)C)C(C)(C)C. Reactants: O1C(=CC=C1)C=O (2-furaldehyde), C(#N)[BH3-].[Na+] (sodium cyanoborohydride), C(C)N(C(=O)C1=C(C2=C(C[C@@]3(CCNC[C@H]3C2)C2=CC(=CC=C2)OC)N1)C)CC ((±)-trans-2-diethylaminocarbonyl-8a-(3-methoxyphenyl)-3-methyl-4,4a,5,6,7,8,8a,9-octahydro-1H-pyrrolo[2,3-g]isoquinoline), O1C(=CC=C1)C=O (2-furaldehyde), C(#N)[BH3-].[Na+] (sodium cyanoborohydride), Cl (hydrochloric acid). The solvent is C(C)(=O)O (acetic acid), CO (MeOH), C(C)(=O)O (acetic acid). Reaction conditions: temperature 0 celsius, time 15 hour. Product: Cl.C(C)N(C(=O)C1=C(C2=C(C[C@@]3(CCN(C[C@H]3C2)CC=2OC=CC2)C2=CC(=CC=C2)OC)N1)C)CC ((±)-trans-2-Diethylaminocarbonyl-6-(2-furylmethyl)-8a-(3-methoxyphenyl)-3-methyl-4,4a,5,6,7,8,8a,9-octahydro-1H-pyrrolo[2,3-g]isoquinoline hydrochloride). As a reaction SMILES: [CH2:1]([N:3]([CH2:28][CH3:29])[C:4]([C:6]1[NH:26][C:9]2[CH2:10][C@@:11]3([C:18]4[CH:23]=[CH:22][CH:21]=[C:20]([O:24][CH3:25])[CH:19]=4)[C@H:16]([CH2:17][C:8]=2[C:7]=1[CH3:27])[CH2:15][NH:14][CH2:13][CH2:12]3)=[O:5])[CH3:2].[O:30]1[CH:34]=[CH:33][CH:32]=[C:31]1[CH:35]=O.C([BH3-])#N.[Na+].[ClH:41]>CO.C(O)(=O)C>[ClH:41].[CH2:28]([N:3]([CH2:1][CH3:2])[C:4]([C:6]1[NH:26][C:9]2[CH2:10][C@@:11]3([C:18]4[CH:23]=[CH:22][CH:21]=[C:20]([O:24][CH3:25])[CH:19]=4)[C@H:16]([CH2:17][C:8]=2[C:7]=1[CH3:27])[CH2:15][N:14]([CH2:35][C:31]1[O:30][CH:34]=[CH:33][CH:32]=1)[CH2:13][CH2:12]3)=[O:5])[CH3:29] |f:2.3,7.8|. Reported procedure: 1.3 g (3.3 mmol) of (±)-trans-2-diethylaminocarbonyl-8a-(3-methoxyphenyl)-3-methyl-4,4a,5,6,7,8,8a,9-octahydro-1H-pyrrolo[2,3-g]isoquinoline, 0.28 ml (4.95 mmol) of acetic acid, 0.33 ml (3.96 mmol) of 2-furaldehyde were dissolved in 50 ml of MeOH under nitrogen atmosphere. 0.415 g (6.6 mmol) of sodium cyanoborohydride were added and the solution stirred for 15 h. Additional acetic acid (0.1 ml), 2-furaldehyde (0.3 ml) and sodium cyanoborohydride (0.2 g) were added. After two hours of stirring th... Reactants: CC(=O)O, O, COc1ccc(C(C#Cc2ccccc2)CC(=O)C=[N+]=[N-])cc1OC1CCCC1. Yields the product COc1ccc(C(C#Cc2ccccc2)CC(=O)CO)cc1OC1CCCC1. As a reaction SMILES: [C:30]([OH:31])(=[O:32])[CH3:33].[OH2:34].[c:1]1([C:7]#[C:8][CH:9]([CH2:10][C:11]([CH:12]=[N+:13]=[N-:14])=[O:15])[c:16]2[cH:17][c:18]([O:24][CH:25]3[CH2:26][CH2:27][CH2:28][CH2:29]3)[c:19]([O:22][CH3:23])[cH:20][cH:21]2)[cH:2][cH:3][cH:4][cH:5][cH:6]1>>[c:1]1([C:7]#[C:8][CH:9]([CH2:10][C:11]([CH2:12][OH:32])=[O:15])[c:16]2[cH:17][c:18]([O:24][CH:25]3[CH2:26][CH2:27][CH2:28][CH2:29]3)[c:19]([O:22][CH3:23])[cH:20][cH:21]2)[cH:2][cH:3][cH:4][cH:5][cH:6]1. The reactants are CC(=O)O (AcOH), C=O (paraformaldehyde), C(C)(=O)O[BH-](OC(C)=O)OC(C)=O.[Na+] (sodium triacetoxyborohydride), ClC1=C(C(=O)NC2=CC(=C(C=C2)Cl)C2=NC=CC=C2)C=CC(=C1)CN (2-chloro-N-(4-chloro-3-(pyridin-2-yl)phenyl)-4-(aminomethyl)benzamide), CN(C)C=O (DMF). Run at time 16 hour. Yields the product ClC1=C(C(=O)NC2=CC(=C(C=C2)Cl)C2=NC=CC=C2)C=CC(=C1)CN(C)C (2-chloro-N-(4-chloro-3-(pyridin-2-yl)phenyl)-4-((dimethylamino)methyl)benzamide). As a reaction SMILES: [Cl:1][C:2]1[CH:23]=[C:22](CN)[CH:21]=[CH:20][C:3]=1[C:4]([NH:6][C:7]1[CH:12]=[CH:11][C:10]([Cl:13])=[C:9]([C:14]2[CH:19]=[CH:18][CH:17]=[CH:16][N:15]=2)[CH:8]=1)=[O:5].CC(O)=O.C=O.C(O[BH-](OC(=O)C)OC(=O)C)(=O)C.[Na+].[CH3:46][N:47]([CH:49]=O)[CH3:48]>>[Cl:1][C:2]1[CH:23]=[C:22]([CH2:49][N:47]([CH3:46])[CH3:48])[CH:21]=[CH:20][C:3]=1[C:4]([NH:6][C:7]1[CH:12]=[CH:11][C:10]([Cl:13])=[C:9]([C:14]2[CH:19]=[CH:18][CH:17]=[CH:16][N:15]=2)[CH:8]=1)=[O:5] |f:3.4|. Procedure details: 2-chloro-N-(4-chloro-3-(pyridin-2-yl)phenyl)-4-(aminomethyl)benzamide (80 mg, 0.20 mmol) was dissolved in DMF (5 mL) and treated with AcOH (10 uL), paraformaldehyde (43 mg, 0.47 mmol), and sodium triacetoxyborohydride (125 mg, 0.59 mmol). After stirring for 16 h, the solvent was evaporated and the residue was dissolved in ethyl acetate. The organic layer was washed with 1 N Sodium hydroxide, dried (MgSO4) and concentrated. The crude product was purified by reverse phase HPLC to produce 2-chloro-... The reactants are O=C(O)C(F)(F)C(F)Br, O=C([O-])[O-], CC(C)Oc1ccc(-c2nc(-c3ccc4[nH]ccc4c3)no2)cc1Cl, [Cs+], [Cs+], CN(C)C=O. Product: CC(C)Oc1ccc(-c2nc(-c3ccc4c(ccn4C(F)C(F)(F)C(=O)O)c3)no2)cc1Cl. RXN SMILES: [Br:32][CH:33]([C:34]([C:35](=[O:36])[OH:37])([F:38])[F:39])[F:40].[C:26](=[O:27])([O-:28])[O-:29].[Cl:1][c:2]1[cH:3][c:4](-[c:12]2[n:13][c:14](-[c:17]3[cH:18][c:19]4[cH:20][cH:21][nH:22][c:23]4[cH:24][cH:25]3)[n:15][o:16]2)[cH:5][cH:6][c:7]1[O:8][CH:9]([CH3:10])[CH3:11].[Cs+:30].[Cs+:31].[O:41]=[CH:42][N:43]([CH3:44])[CH3:45]>>[Cl:1][c:2]1[cH:3][c:4](-[c:12]2[n:13][c:14](-[c:17]3[cH:18][c:19]4[cH:20][cH:21][n:22]([CH:33]([C:34]([C:35](=[O:36])[OH:37])([F:38])[F:39])[F:40])[c:23]4[cH:24][cH:25]3)[n:15][o:16]2)[cH:5][cH:6][c:7]1[O:8][CH:9]([CH3:10])[CH3:11]. Reactants: B, CC(C)(C)OC(=O)N1CCC(C(=O)O)(c2cccnc2)CC1, O=C(O)C(F)(F)F, C1CCOC1, C1CCOC1. As a reaction SMILES: [BH3:28].[C:1]([CH3:2])([CH3:3])([CH3:4])[O:5][C:6](=[O:7])[N:8]1[CH2:9][CH2:10][C:11]([C:14](=[O:15])[OH:16])([c:17]2[cH:18][n:19][cH:20][cH:21][cH:22]2)[CH2:12][CH2:13]1.[F:29][C:30]([F:31])([F:32])[C:33]([OH:34])=[O:35].[O:23]1[CH2:24][CH2:25][CH2:26][CH2:27]1.[O:36]1[CH2:37][CH2:38][CH2:39][CH2:40]1>>[C:1]([CH3:2])([CH3:3])([CH3:4])[O:5][C:6](=[O:7])[N:8]1[CH2:9][CH2:10][C:11]([CH2:14][OH:15])([c:17]2[cH:18][n:19][cH:20][cH:21][cH:22]2)[CH2:12][CH2:13]1. The product is CC(C)(C)OC(=O)N1CCC(CO)(c2cccnc2)CC1. Starting materials: CC(=N)N, CC(C)(C)OC(=O)NCCCN=C=S, Cl. Product: CC(N)=NC(=S)NCCCNC(=O)OC(C)(C)C. Reaction SMILES: [C:16]([CH3:17])(=[NH:18])[NH2:19].[C:1]([CH3:2])([CH3:3])([CH3:4])[O:5][C:6]([NH:7][CH2:8][CH2:9][CH2:10][N:11]=[C:12]=[S:13])=[O:14].[ClH:15]>>[C:1]([CH3:2])([CH3:3])([CH3:4])[O:5][C:6]([NH:7][CH2:8][CH2:9][CH2:10][NH:11][C:12](=[S:13])[N:18]=[C:16]([CH3:17])[NH2:19])=[O:14]. Reactants: B, CC(C)(C)OC(=O)N1CCCC1C(=O)O, C1CCOC1, C1CCOC1. Yields the product CC(C)(C)OC(=O)N1CCCC1CO. Reaction SMILES: [BH3:16].[C:1](=[O:2])([O:3][C:4]([CH3:5])([CH3:6])[CH3:7])[N:8]1[CH:9]([C:10](=[O:11])[OH:12])[CH2:13][CH2:14][CH2:15]1.[CH2:17]1[O:18][CH2:19][CH2:20][CH2:21]1.[CH2:22]1[O:23][CH2:24][CH2:25][CH2:26]1>>[C:1](=[O:2])([O:3][C:4]([CH3:5])([CH3:6])[CH3:7])[N:8]1[CH:9]([CH2:10][OH:11])[CH2:13][CH2:14][CH2:15]1.